Dataset: the Open Reaction Database (ORD), a public repository of structured organic reaction records. Task: describe an organic reaction: reactants, conditions, products, and yield Product: CC(C)=CCCC(C)CCO. The reactants are CC(C)=CCCC(C)=CCO, CC(C)=CCCC(C)=CCO. As a reaction SMILES: [CH3:12][C:13](=[CH:14][CH2:15][CH2:16][C:17](=[CH:18][CH2:19][OH:20])[CH3:21])[CH3:22].[CH3:1][C:2]([CH3:3])=[CH:4][CH2:5][CH2:6][C:7]([CH3:8])=[CH:9][CH2:10][OH:11]>>[CH3:1][C:2]([CH3:3])=[CH:4][CH2:5][CH2:6][CH:7]([CH3:8])[CH2:9][CH2:10][OH:11]. The reactants are NCCC1=CNC=N1 (histamine), ClC1=CC=C(C=N1)C(=O)OC (6-chloro-3-carbomethoxypyridine), C([O-])(O)=O.[K+] (potassium bicarbonate). Solvent: O1CCCC1 (tetrahydrofuran). The product is N1C=NC(=C1)CCNC1=NC=C(C=C1)C(=O)OC (2-{[2-(1H-Imidazol-4-yl)ethyl]amino}-5-carbomethoxypyridine), oxalate salt. Reaction SMILES: [NH2:1][CH2:2][CH2:3][C:4]1[N:8]=[CH:7][NH:6][CH:5]=1.Cl[C:10]1[N:15]=[CH:14][C:13]([C:16]([O:18][CH3:19])=[O:17])=[CH:12][CH:11]=1.C(=O)(O)[O-].[K+]>O1CCCC1>[NH:6]1[CH:5]=[C:4]([CH2:3][CH2:2][NH:1][C:10]2[CH:11]=[CH:12][C:13]([C:16]([O:18][CH3:19])=[O:17])=[CH:14][N:15]=2)[N:8]=[CH:7]1 |f:2.3|. Procedure: 0.5 g (4.5 mmol) of histamine and 0.77 g (4.5 mmol) of 6-chloro-3-carbomethoxypyridine are stirred with potassium bicarbonate in 20 ml of tetrahydrofuran at 21° C. for 24 h and then heated at reflux for 24 h. The mixture is evaporated and the white solid residue is chromatographed through silica gel, using a chloroform/methanol (4/1) mixture as eluent. The fractions containing the pure product are combined and evaporated and the resulting oily residue is treated with a methanol solution of oxali... Starting materials: [O-]Br, COc1ccc(-c2ccc(C(C)=O)cc2)cc1F, Cl, [Na+], [Na+], C1COCCO1, O=S([O-])O. Product: COc1ccc(-c2ccc(C(=O)O)cc2)cc1F. As a reaction SMILES: [Br:19][O-:20].[C:1]([CH3:2])(=[O:3])[c:4]1[cH:5][cH:6][c:7](-[c:10]2[cH:11][c:12]([F:18])[c:13]([O:16][CH3:17])[cH:14][cH:15]2)[cH:8][cH:9]1.[ClH:27].[Na+:21].[Na+:26].[O:28]1[CH2:29][CH2:30][O:31][CH2:32][CH2:33]1.[S:22]([O-:23])(=[O:24])[OH:25]>>[C:1]([OH:3])([c:4]1[cH:5][cH:6][c:7](-[c:10]2[cH:11][c:12]([F:18])[c:13]([O:16][CH3:17])[cH:14][cH:15]2)[cH:8][cH:9]1)=[O:23]. Reactants: CN(C(=O)OC(C)(C)C)c1cc2cc[nH]c(=O)c2cc1F, O=C([O-])[O-], CS(C)=O, [Cu]I, [K+], [K+], Nc1ccc(I)cn1, Oc1cccc2cccnc12. The product is CN(C(=O)OC(C)(C)C)c1cc2ccn(-c3ccc(N)nc3)c(=O)c2cc1F. RXN SMILES: [C:1]([CH3:2])([CH3:3])([CH3:4])[O:5][C:6]([N:7]([CH3:8])[c:9]1[cH:10][c:11]2[cH:12][cH:13][nH:14][c:15](=[O:20])[c:16]2[cH:17][c:18]1[F:19])=[O:21].[C:41](=[O:42])([O-:43])[O-:44].[CH3:49][S:50]([CH3:51])=[O:52].[Cu:47][I:48].[K+:45].[K+:46].[NH2:22][c:23]1[n:24][cH:25][c:26]([I:29])[cH:27][cH:28]1.[OH:30][c:31]1[cH:32][cH:33][cH:34][c:35]2[c:36]1[n:37][cH:38][cH:39][cH:40]2>>[C:1]([CH3:2])([CH3:3])([CH3:4])[O:5][C:6]([N:7]([CH3:8])[c:9]1[cH:10][c:11]2[cH:12][cH:13][n:14](-[c:26]3[cH:25][n:24][c:23]([NH2:22])[cH:28][cH:27]3)[c:15](=[O:20])[c:16]2[cH:17][c:18]1[F:19])=[O:21]. Reactants: OC1=CC=C(C=O)C=C1 (4-Hydroxybenzaldehyde), NC1=NC=CC=C1 (2-aminopyridine). The solvent is C1(=CC=CC=C1)C (toluene). The product is N1=C(C=CC=C1)NCC1=CC=C(C=C1)O (4-[(2-Pyridinylamino)methyl]phenol). Isolated yield 56.2%. Reaction SMILES: [OH:1][C:2]1[CH:9]=[CH:8][C:5]([CH:6]=O)=[CH:4][CH:3]=1.[NH2:10][C:11]1[CH:16]=[CH:15][CH:14]=[CH:13][N:12]=1>C1(C)C=CC=CC=1>[N:12]1[CH:13]=[CH:14][CH:15]=[CH:16][C:11]=1[NH:10][CH2:6][C:5]1[CH:8]=[CH:9][C:2]([OH:1])=[CH:3][CH:4]=1. Reported procedure: 4-Hydroxybenzaldehyde (3.9 g, 32 mmol) and 2-aminopyridine (3.0 g, 32 mmol) were stirred in toluene (100 ml) at room temperature for 5 min. After concentrating in vacuo the residue was dissolved in ethanol (50 ml) and hydrogenated over Pd/C (100 mg) under a hydrogen atmosphere, for 18 h. The reaction mixture was filtered, concentrated and the crude product was chromatographed (dichloromethane-silica) to yield the title compound as white crystals (3.6 g, 56%). 1H NMR (CDCl3) δ 8.10 (1H, m), 7.49 ... Starting materials: [OH-].[Na+] (NaOH), FC1=C(C(=CC=C1)F)C1=NC(=C(N1C)C1=CC=C2C(=N1)N(C(=N2)N=CN(C)C)CC(C)C)C2=CC=CC=C2 (N′-{5-[2-(2,6-difluorophenyl)-3-methyl-5-phenyl-3H-imidazol-4-yl]-3-isobutyl-3H-imidazo[4,5-b]pyridin-2-yl}-N,N-dimethylformamidine), C(C)(=O)O (acetic acid), Cl (HCl). Solvent: O (water), C(Cl)Cl (CH2Cl2). Yields the product FC1=C(C(=CC=C1)F)C1=NC(=C(N1C)C1=CC=C2C(=N1)N(C(=N2)N)CC(C)C)C2=CC=CC=C2 (5-[2-(2,6-Difluorophenyl)-3-methyl-5-phenyl-3H-imidazol-4-yl]-3-isobutyl-3H-imidazo[4,5-b]pyridin-2-ylamine). Isolated yield 0.1%. As a reaction SMILES: [F:1][C:2]1[CH:7]=[CH:6][CH:5]=[C:4]([F:8])[C:3]=1[C:9]1[N:13]([CH3:14])[C:12]([C:15]2[N:20]=[C:19]3[N:21]([CH2:29][CH:30]([CH3:32])[CH3:31])[C:22]([N:24]=CN(C)C)=[N:23][C:18]3=[CH:17][CH:16]=2)=[C:11]([C:33]2[CH:38]=[CH:37][CH:36]=[CH:35][CH:34]=2)[N:10]=1.C(O)(=O)C.Cl.[OH-].[Na+]>O.C(Cl)Cl>[F:1][C:2]1[CH:7]=[CH:6][CH:5]=[C:4]([F:8])[C:3]=1[C:9]1[N:13]([CH3:14])[C:12]([C:15]2[N:20]=[C:19]3[N:21]([CH2:29][CH:30]([CH3:32])[CH3:31])[C:22]([NH2:24])=[N:23][C:18]3=[CH:17][CH:16]=2)=[C:11]([C:33]2[CH:38]=[CH:37][CH:36]=[CH:35][CH:34]=2)[N:10]=1 |f:3.4|. Procedure details: Heat N′-{5-[2-(2,6-difluorophenyl)-3-methyl-5-phenyl-3H-imidazol-4-yl]-3-isobutyl-3H-imidazo[4,5-b]pyridin-2-yl}-N,N-dimethylformamidine (0.02 g, 0.04 mol) in 1:1 glacial acetic acid:concentrated HCl (0.6 mL) at 100° C. for 30 min. Cool to RT. Add CH2Cl2 and water, neutralize with 5N NaOH to about pH=7 with rapid stirring. Extract the aqueous phase 3× with CH2Cl2, combine organic layers, wash with saturated aqueous NaCl and dry over Na2SO4. Filter and concentrate to give the title compound (0.02... Reactants: BrC1=C(C#N)C=CC=C1 (o-bromobenzonitrile), C[Sn](C)(C)N=[N+]=[N-] (trimethyltin azide). The solvent is C1(=CC=CC=C1)C (toluene). The product is BrC1=C(C=CC=C1)C1=NN=NN1[Sn](C)(C)C (5-(2-Bromophenyl)-1-(trimethylstannyl)-1H-tetrazole). RXN SMILES: [Br:1][C:2]1[CH:9]=[CH:8][CH:7]=[CH:6][C:3]=1[C:4]#[N:5].[CH3:10][Sn:11]([N:14]=[N+:15]=[N-:16])([CH3:13])[CH3:12]>C1(C)C=CC=CC=1>[Br:1][C:2]1[CH:9]=[CH:8][CH:7]=[CH:6][C:3]=1[C:4]1[N:14]([Sn:11]([CH3:13])([CH3:12])[CH3:10])[N:15]=[N:16][N:5]=1. Procedure details: To a solution of 1.50 g of o-bromobenzonitrile in 8.0 ml of toluene is added 1.70 g of trimethyltin azide. The reaction mixture is heated to reflux for 18 hours and then allowed to cool to room temperature. The resulting white precipitate is isolated by filtration and used without purification in the next step. Reactants: FC=1C=C(C=CC1[N+](=O)[O-])O (3-fluoro-4-nitrophenol), ClC1=CC=C(C=C1)CCl (4-chlorophenylmethyl chloride), C([O-])([O-])=O.[K+].[K+] (potassium carbonate). The solvent is C(C)C(=O)C (methyl ethyl ketone). Yields the product FC1=C(C=CC(=C1)OCC1=CC=C(C=C1)Cl)[N+](=O)[O-] (2-fluoro-4-(4-chlorophenylmethoxy)nitrobenzene). Yield: 71.0%. RXN SMILES: [F:1][C:2]1[CH:3]=[C:4]([OH:11])[CH:5]=[CH:6][C:7]=1[N+:8]([O-:10])=[O:9].[Cl:12][C:13]1[CH:18]=[CH:17][C:16]([CH2:19]Cl)=[CH:15][CH:14]=1.C(=O)([O-])[O-].[K+].[K+]>C(C(C)=O)C>[F:1][C:2]1[CH:3]=[C:4]([O:11][CH2:19][C:16]2[CH:17]=[CH:18][C:13]([Cl:12])=[CH:14][CH:15]=2)[CH:5]=[CH:6][C:7]=1[N+:8]([O-:10])=[O:9] |f:2.3.4|. Reported procedure: A stirred mixture of 7.8 grams (0.05 mole) of 3-fluoro-4-nitrophenol, 8.1 grams (0.05 mole) of 4-chlorophenylmethyl chloride and 6.9 grams (0.06 mole) of potassium carbonate in 80 mL of methyl ethyl ketone was heated at reflux for about 18 hours. After this time the reaction mixture was cooled to ambient temperature and filtered. The filtrate was concentrated under reduced pressure to a residue. The residue was subjected to column chromatography using silica gel. Elution was accomplished using m...